This data is from the Open Reaction Database (ORD), a public repository of structured organic reaction records. The task is: describe an organic reaction: reactants, conditions, products, and yield The reactants are C=CCBr, O=C([O-])[O-], [K+], [K+], C1CCOC1, CC(=O)c1c(O)cc(O)cc1O. Product: C=CCc1c(O)cc(O)c(C(C)=O)c1O. RXN SMILES: [Br:19][CH2:20][CH:21]=[CH2:22].[C:13](=[O:14])([O-:15])[O-:16].[K+:17].[K+:18].[O:23]1[CH2:24][CH2:25][CH2:26][CH2:27]1.[OH:1][c:2]1[c:3]([C:10]([CH3:11])=[O:12])[c:4]([OH:9])[cH:5][c:6]([OH:8])[cH:7]1>>[OH:1][c:2]1[c:3]([C:10]([CH3:11])=[O:12])[c:4]([OH:9])[cH:5][c:6]([OH:8])[c:7]1[CH2:22][CH:21]=[CH2:20]. Reactants: C=1C=2N(C(NN1)=S)C=NC2 (imidazo[1,5-d]-as-triazine-4(3H)-thione), [Na] (sodium), C(C=C)Br (allyl bromide). Run in CO (methanol), CO (methanol). Reaction conditions: time 5 minute. The product is C(C=C)SC1=NN=CC=2N1C=NC2 (4-(Allylthio)-imidazo[1,5-d]-as-triazine). RXN SMILES: [CH:1]1[C:2]2[N:3]([CH:8]=[N:9][CH:10]=2)[C:4](=[S:7])[NH:5][N:6]=1.[Na].[CH2:12](Br)[CH:13]=[CH2:14]>CO>[CH2:14]([S:7][C:4]1[N:3]2[CH:8]=[N:9][CH:10]=[C:2]2[CH:1]=[N:6][N:5]=1)[CH:13]=[CH2:12] |^1:10|. Reported procedure: A 15.2 gm. portion of imidazo[1,5-d]-as-triazine-4(3H)-thione in 75 ml. of methanol is treated with 2.3 gm. of sodium in 75 ml. of methanol. After 5 minutes, a 12.0 gm. portion of allyl bromide is added and the reaction is continued as described in Example 29 giving the desired product, m.p. 68°-69.5° C. Starting materials: C=O (formaldehyde), C(C)OC(=O)[C@@H]1N(CC=C(C1)C)C([C@@H](NS(=O)(=O)C1=CC=C2CCNCC2=C1)CC1=CC(=CC=C1)C#N)=O (4-methyl-1-[N-(1,2,3,4-tetrahydroisoquinoline-7-sulphonyl)-3-cyano-(S)-phenylalanyl]-1,2,3,6-tetrahydropyridine-2(R)-carboxylic acid ethyl ester), C(C)(=O)O[BH-](OC(C)=O)OC(C)=O.[Na+] (sodium triacetoxyborohydride). Solvent: ClCCl (dichloromethane). Conditions: time 0.75 hour. Product: C(C)OC(=O)[C@@H]1N(CC=C(C1)C)C([C@@H](NS(=O)(=O)C1=CC=C2CCN(CC2=C1)C)CC1=CC(=CC=C1)C#N)=O (4-Methyl-1-[N-(2-methyl-1,2,3,4-tetrahydroisoquinoline-7-sulphonyl)-3-cyano-(S)-phenylalanyl]-1,2,3,6-tetrahydropyridine-2(R)-carboxylic acid ethyl ester). Yield: 93.0%. As a reaction SMILES: C=O.[CH2:3]([O:5][C:6]([C@H:8]1[CH2:13][C:12]([CH3:14])=[CH:11][CH2:10][N:9]1[C:15](=[O:40])[C@H:16]([CH2:31][C:32]1[CH:37]=[CH:36][CH:35]=[C:34]([C:38]#[N:39])[CH:33]=1)[NH:17][S:18]([C:21]1[CH:30]=[C:29]2[C:24]([CH2:25][CH2:26][NH:27][CH2:28]2)=[CH:23][CH:22]=1)(=[O:20])=[O:19])=[O:7])[CH3:4].[C:41](O[BH-](OC(=O)C)OC(=O)C)(=O)C.[Na+]>ClCCl>[CH2:3]([O:5][C:6]([C@H:8]1[CH2:13][C:12]([CH3:14])=[CH:11][CH2:10][N:9]1[C:15](=[O:40])[C@H:16]([CH2:31][C:32]1[CH:37]=[CH:36][CH:35]=[C:34]([C:38]#[N:39])[CH:33]=1)[NH:17][S:18]([C:21]1[CH:30]=[C:29]2[C:24]([CH2:25][CH2:26][N:27]([CH3:41])[CH2:28]2)=[CH:23][CH:22]=1)(=[O:20])=[O:19])=[O:7])[CH3:4] |f:2.3|. Procedure: Aqueous formaldehyde solution (37% w/v, 1.4 ml, 17.3 mmol) was added to a stirred solution of 4-methyl-1-[N-(1,2,3,4-tetrahydroisoquinoline-7-sulphonyl)-3-cyano-(S)-phenylalanyl]-1,2,3,6-tetrahydropyridine-2(R)-carboxylic acid ethyl ester (Preparation 45; 2.26 g, 4.2 mmol) in dichloromethane (30 ml). After 0.75 hour, sodium triacetoxyborohydride (1.34 g, 6.32 mmol) was added and stirring continued for 4 hours. The reaction mixture was then washed successively with saturated aqueous sodium bicarb... Reactants: COC=1C=C(C=CC1OC)C1(CSC2=C1C=CC=C2)C(=O)O (3-(3,4-Dimethoxyphenyl)benzothiophene-3-carboxylic acid), ClCCCl (1,2-dichloroethane), S(=O)(Cl)Cl (thionyl chloride). The solvent is CN(C)C=O (DMF). Reaction conditions: time 4 hour. The product is ClC(=O)C=1SC2=C(C1C1=CC(=C(C=C1)OC)OC)C=CC=C2 (2-(chlorocarbonyl)-3-(3,4-dimethoxyphenyl)benzothiophene). Isolated yield 96.0%. RXN SMILES: [CH3:1][O:2][C:3]1[CH:4]=[C:5]([C:11]2(C(O)=O)[C:15]3[CH:16]=[CH:17][CH:18]=[CH:19][C:14]=3[S:13][CH2:12]2)[CH:6]=[CH:7][C:8]=1[O:9][CH3:10].ClC[CH2:25][Cl:26].S(Cl)(Cl)=[O:28]>CN(C=O)C>[Cl:26][C:25]([C:12]1[S:13][C:14]2[CH:19]=[CH:18][CH:17]=[CH:16][C:15]=2[C:11]=1[C:5]1[CH:6]=[CH:7][C:8]([O:9][CH3:10])=[C:3]([O:2][CH3:1])[CH:4]=1)=[O:28]. Procedure details: 3-(3,4-Dimethoxyphenyl)benzothiophene-3-carboxylic acid (25 g; 0.08 mole) prepared according to process D, 1,2-dichloroethane (300 ml), thionyl chloride (12 ml, 0.16 mole) and DMF (1 ml) are introduced into a flask. The mixture is progressively heated to reflux temperature; the solid dissolves little by little to provide a clear yellow solution. After four hours, the solvents are evaporated to provide 2-(chlorocarbonyl)-3-(3,4-dimethoxyphenyl)benzothiophene (24.7 g; yield=96%). Reactants: ClC1=NN=CC2=CC(=CC=C12)OC (1-chloro-6-methoxy-phthalazine), ClC=1C=NC=C(C1C)Cl (3,5-dichloro-4-methyl-pyridine), [H-].[Na+] (NaH), oil, water ice. Run in CN(C)C=O (DMF), CN(C)C=O (DMF). Run at time 20 hour. The product is ClC=1C=NC=C(C1CC1=NN=CC2=CC(=CC=C12)OC)Cl (1-(3,5-Dichloro-pyridin-4-ylmethyl)-6-methoxy-phthalazine). Yield: 79.4%. Reaction SMILES: [Cl:1][C:2]1[CH:3]=[N:4][CH:5]=[C:6]([Cl:9])[C:7]=1[CH3:8].[H-].[Na+].Cl[C:13]1[C:22]2[C:17](=[CH:18][C:19]([O:23][CH3:24])=[CH:20][CH:21]=2)[CH:16]=[N:15][N:14]=1>CN(C=O)C>[Cl:1][C:2]1[CH:3]=[N:4][CH:5]=[C:6]([Cl:9])[C:7]=1[CH2:8][C:13]1[C:22]2[C:17](=[CH:18][C:19]([O:23][CH3:24])=[CH:20][CH:21]=2)[CH:16]=[N:15][N:14]=1 |f:1.2|. Reported procedure: A solution of 3,5-dichloro-4-methyl-pyridine (11.32 g, 70 mmoles) in dry DMF (100 ml) was stirred under N2 at room temperature, then added with 60% NaH in oil (2.8 g, 70 mmoles). After 1 hour at room temperature a solution of 1-chloro-6-methoxy-phthalazine (6.8 g, 35 mmoles), prepared as described in example 4, in DMF (250 ml) was added. The mixture was left at room temperature for 20 hours, then poured into water/ice (pH≅8) and extracted more times with CH2Cl2. The organic phases were washed wi... The solvent is C1CCOC1 (THF). Procedure: Tert-butyl 5-chloro-3-formylpyrazolo[1,5-a]pyrimidin-7-yl(cyclopropyl)carbamate (225 mg, 0.67 mmol) and 4-amino-3-bromobenzonitrile (197 mg, 1 mmol) were dissolved in anhydrous THF (4.5 mL). Sodium tert-butoxide (96 mg, 1 mmol) was added in one portion. After 1.5 h, the reaction was poured into H2O (25 mL) and extracted with EtOAc (3×30 mL). The organics were washed with brine (1×100 mL), dried over MgSO4, filtered and concentrated in vacuo. The tan solid was purified via flash column chromatogr... The product is BrC1=C(C=CC(=C1)C#N)NC1=NC=2N(C(=C1)N(C(OC(C)(C)C)=O)C1CC1)N=CC2C=O (tert-butyl 5-(2-bromo-4-cyanophenylamino)-3-formylpyrazolo[1,5-a]pyrimidin-7-yl(cyclopropyl)carbamate). RXN SMILES: Cl[C:2]1[CH:7]=[C:6]([N:8]([CH:16]2[CH2:18][CH2:17]2)[C:9](=[O:15])[O:10][C:11]([CH3:14])([CH3:13])[CH3:12])[N:5]2[N:19]=[CH:20][C:21]([CH:22]=[O:23])=[C:4]2[N:3]=1.[NH2:24][C:25]1[CH:32]=[CH:31][C:28]([C:29]#[N:30])=[CH:27][C:26]=1[Br:33].CC(C)([O-])C.[Na+].O>C1COCC1>[Br:33][C:26]1[CH:27]=[C:28]([C:29]#[N:30])[CH:31]=[CH:32][C:25]=1[NH:24][C:2]1[CH:7]=[C:6]([N:8]([CH:16]2[CH2:18][CH2:17]2)[C:9](=[O:15])[O:10][C:11]([CH3:14])([CH3:13])[CH3:12])[N:5]2[N:19]=[CH:20][C:21]([CH:22]=[O:23])=[C:4]2[N:3]=1 |f:2.3|. Yield: 31.8%. Reactants: O (H2O), ClC1=NC=2N(C(=C1)N(C(OC(C)(C)C)=O)C1CC1)N=CC2C=O (Tert-butyl 5-chloro-3-formylpyrazolo[1,5-a]pyrimidin-7-yl(cyclopropyl)carbamate), NC1=C(C=C(C#N)C=C1)Br (4-amino-3-bromobenzonitrile), CC(C)([O-])C.[Na+] (Sodium tert-butoxide). Run at time 1.5 hour. Starting materials: ClCCl, Fc1ccc(Oc2ccccc2C2=NNCC2c2ccc(F)cc2)cc1, O=C=Nc1ccc(F)cc1. The product is O=C(Nc1ccc(F)cc1)N1CC(c2ccc(F)cc2)C(c2ccccc2Oc2ccc(F)cc2)=N1. As a reaction SMILES: [Cl:37][CH2:38][Cl:39].[F:1][c:2]1[cH:3][cH:4][c:5]([O:6][c:7]2[c:8]([C:13]3=[N:14][NH:15][CH2:16][CH:17]3[c:18]3[cH:19][cH:20][c:21]([F:24])[cH:22][cH:23]3)[cH:9][cH:10][cH:11][cH:12]2)[cH:25][cH:26]1.[F:27][c:28]1[cH:29][cH:30][c:31]([N:34]=[C:35]=[O:36])[cH:32][cH:33]1>>[F:1][c:2]1[cH:3][cH:4][c:5]([O:6][c:7]2[c:8]([C:13]3=[N:14][N:15]([C:35]([NH:34][c:31]4[cH:30][cH:29][c:28]([F:27])[cH:33][cH:32]4)=[O:36])[CH2:16][CH:17]3[c:18]3[cH:19][cH:20][c:21]([F:24])[cH:22][cH:23]3)[cH:9][cH:10][cH:11][cH:12]2)[cH:25][cH:26]1. The reactants are O=C(OOC(=O)c1ccccc1)c1ccccc1, Cc1ccc2c(c1)C(C)(C)OB2O, ClC(Cl)(Cl)Cl, O=C1CCC(=O)N1Br, O. The product is CC1(C)OB(O)c2ccc(CBr)cc21. As a reaction SMILES: [C:14]([O:15][O:16][C:17](=[O:18])[c:19]1[cH:20][cH:21][cH:22][cH:23][cH:24]1)(=[O:25])[c:26]1[cH:27][cH:28][cH:29][cH:30][cH:31]1.[CH3:1][C:2]1([CH3:13])[c:3]2[c:4]([cH:8][cH:9][c:10]([CH3:12])[cH:11]2)[B:5]([OH:7])[O:6]1.[Cl:41][C:42]([Cl:43])([Cl:44])[Cl:45].[O:32]=[C:33]1[N:34]([Br:39])[C:35](=[O:36])[CH2:37][CH2:38]1.[OH2:40]>>[CH3:1][C:2]1([CH3:13])[c:3]2[c:4]([cH:8][cH:9][c:10]([CH2:12][Br:39])[cH:11]2)[B:5]([OH:7])[O:6]1.